Dataset: the Open Reaction Database (ORD), a public repository of structured organic reaction records. Task: describe an organic reaction: reactants, conditions, products, and yield Reactants: Cl.N1CCC(CCC1)=O (4-Perhydroazepinone hydrochloride), C(C)(C)N(CC)C(C)C (diisopropylethylamine), ClC1=CC=C(C=CCCl)C=C1 (4-chlorocinnamyl chloride). The solvent is C(C)#N (acetonitrile). Reaction conditions: time 20 hour. Yields the product ClC1=CC=C(C=C1)/C=C/CN1CCC(CCC1)=O (1-(trans-3-(4-chlorophenyl)allyl)-perhydroazepin-4-one). Yield: 48.3%. As a reaction SMILES: Cl.[NH:2]1[CH2:8][CH2:7][CH2:6][C:5](=[O:9])[CH2:4][CH2:3]1.C(N(C(C)C)CC)(C)C.[Cl:19][C:20]1[CH:29]=[CH:28][C:23]([CH:24]=[CH:25][CH2:26]Cl)=[CH:22][CH:21]=1>C(#N)C>[Cl:19][C:20]1[CH:29]=[CH:28][C:23](/[CH:24]=[CH:25]/[CH2:26][N:2]2[CH2:8][CH2:7][CH2:6][C:5](=[O:9])[CH2:4][CH2:3]2)=[CH:22][CH:21]=1 |f:0.1|. Reported procedure: 4-Perhydroazepinone hydrochloride (2.5 g, prepared according to Synth. Commun. 1992, 1249-1258) was suspended in acetonitrile (80 ml); diisopropylethylamine (4.4 ml) and 4-chlorocinnamyl chloride (2.7 g) were successively added at room temperature and the resulting reaction mixture was stirred at room temperature for 20 hours. The solvent was removed in vacuo and the residue purified by silica gel chromatography (eluent cyclohexane:ethyl acetate 6:4) to afford 1-(trans-3-(4-chlorophenyl)allyl)-p...